Dataset: the Open Reaction Database (ORD), a public repository of structured organic reaction records. Task: describe an organic reaction: reactants, conditions, products, and yield Reactants: C(C)(=O)OCC (ethyl acetate), C(C)(C)(C)OC(NCC1=C(C=CC(=C1)NC(C1=NN(C(N1)=O)C1=NC=CC=N1)C1=C(C(=CC(=C1)CC)OCCO[Si](C(C)C)(C(C)C)C(C)C)F)C#N)=O ([2-cyano-5-({[5-ethyl-2-fluoro-3-(2-triisopropylsilanyloxyethoxy)phenyl]-(5-oxo-1-pyrimidin-2-yl-4,5-dihydro-1H-[1,2,4]triazol-3-yl)methyl}amino)benzyl]carbamic acid t-butyl ester), C1CCOC1 (THF), C1CCOC1 (THF), [F-].C(CCC)[N+](CCCC)(CCCC)CCCC (tetrabutylammonium fluoride). Solvent: O (water). Reaction conditions: time 4 hour. The product is C(C)(C)(C)OC(NCC1=C(C=CC(=C1)NC(C1=NN(C(N1)=O)C1=NC=CC=N1)C1=C(C(=CC(=C1)CC)OCCO)F)C#N)=O ([2-Cyano-5-({[5-ethyl-2-fluoro-3-(2-hydroxyethoxy)phenyl]-(5-oxo-1-pyrimidin-2-yl-4,5-dihydro-1H-[1,2,4]triazol-3-yl)methyl}amino)benzyl]carbamic Acid t-Butyl Ester). The yield is 125.9%. As a reaction SMILES: [C:1]([O:5][C:6](=[O:54])[NH:7][CH2:8][C:9]1[CH:14]=[C:13]([NH:15][CH:16]([C:29]2[CH:34]=[C:33]([CH2:35][CH3:36])[CH:32]=[C:31]([O:37][CH2:38][CH2:39][O:40][Si](C(C)C)(C(C)C)C(C)C)[C:30]=2[F:51])[C:17]2[NH:21][C:20](=[O:22])[N:19]([C:23]3[N:28]=[CH:27][CH:26]=[CH:25][N:24]=3)[N:18]=2)[CH:12]=[CH:11][C:10]=1[C:52]#[N:53])([CH3:4])([CH3:3])[CH3:2].C1COCC1.[F-].C([N+](CCCC)(CCCC)CCCC)CCC.C(OCC)(=O)C>O>[C:1]([O:5][C:6](=[O:54])[NH:7][CH2:8][C:9]1[CH:14]=[C:13]([NH:15][CH:16]([C:29]2[CH:34]=[C:33]([CH2:35][CH3:36])[CH:32]=[C:31]([O:37][CH2:38][CH2:39][OH:40])[C:30]=2[F:51])[C:17]2[NH:21][C:20](=[O:22])[N:19]([C:23]3[N:24]=[CH:25][CH:26]=[CH:27][N:28]=3)[N:18]=2)[CH:12]=[CH:11][C:10]=1[C:52]#[N:53])([CH3:2])([CH3:3])[CH3:4] |f:2.3|. Reported procedure: To a mixture of [2-cyano-5-({[5-ethyl-2-fluoro-3-(2-triisopropylsilanyloxyethoxy)phenyl]-(5-oxo-1-pyrimidin-2-yl-4,5-dihydro-1H-[1,2,4]triazol-3-yl)methyl}amino)benzyl]carbamic acid t-butyl ester (56 mg) and THF (4 mL) there was added a 1M THF solution of tetrabutylammonium fluoride (0.147 mL). The mixture was stirred for 4 hours, and then ethyl acetate (50 mL) and water (50 mL) were added. The mixture was sufficiently shaken, and then the organic layer was separated off, washed twice with water... Starting materials: OC1=C(C(=O)C2=C(C=C(C=C2)O)O)C=CC(=C1)O (2,2′,4,4′-tetrahydroxybenzophenone), C(C)(=O)[O-].[Na+] (sodium acetate), Cl.FC1=C(C=C(C=C1)F)NN (2,5-difluorophenylhydrazine hydrochloride). Yields the product FC1=C(C=C(C=C1)F)N1N=C(C2=CC=C(C=C12)O)C1=C(C=C(C=C1)O)O (4-[1-(2,5-difluorophenyl)-6-hydroxy-1H-indazol-3-yl]benzene-1,3-diol). Yield: 18.9%. As a reaction SMILES: O[C:2]1[CH:17]=[C:16]([OH:18])[CH:15]=[CH:14][C:3]=1[C:4]([C:6]1[CH:11]=[CH:10][C:9]([OH:12])=[CH:8][C:7]=1[OH:13])=O.C([O-])(=O)C.[Na+].Cl.[F:25][C:26]1[CH:31]=[CH:30][C:29]([F:32])=[CH:28][C:27]=1[NH:33][NH2:34]>>[F:25][C:26]1[CH:31]=[CH:30][C:29]([F:32])=[CH:28][C:27]=1[N:33]1[C:2]2[C:3](=[CH:14][CH:15]=[C:16]([OH:18])[CH:17]=2)[C:4]([C:6]2[CH:11]=[CH:10][C:9]([OH:12])=[CH:8][C:7]=2[OH:13])=[N:34]1 |f:1.2,3.4|. Procedure: Prepared according to Method B from 2,2′,4,4′-tetrahydroxybenzophenone (0.4 g, 1.6 mmol), sodium acetate (0.27 g, 3 mmol) and 2,5-difluorophenylhydrazine hydrochloride (0.45 g, 3 mmol) to give 0.107 g of product as an off-white colored solid. Starting materials: B(Br)(Br)Br (boron tribromide), C(C=C)OC(=O)C1(CCC(CC1)COC=1C=C(C=CC(=O)OCC=C)C=CC1OC)C (allyl 3-[1-(4-allyloxycarbonyl-4-methylcyclohexyl)methoxy]-4-methoxycinnamate), [Cl-].[NH4+] (ammonium chloride). Run in C(Cl)Cl (methylene chloride). The product is C(C=C)OC(=O)C1(CCC(CC1)COC=1C=C(C=CC(=O)OCC=C)C=CC1O)C (allyl 3-{1-[4-(allyloxycarbonyl)-4-methylcyclohexyl]methoxy}-4-hydroxycinnamate). Isolated yield 38.4%. As a reaction SMILES: B(Br)(Br)Br.[CH2:5]([O:8][C:9]([C:11]1([CH3:35])[CH2:16][CH2:15][CH:14]([CH2:17][O:18][C:19]2[CH:20]=[C:21]([CH:30]=[CH:31][C:32]=2[O:33]C)[CH:22]=[CH:23][C:24]([O:26][CH2:27][CH:28]=[CH2:29])=[O:25])[CH2:13][CH2:12]1)=[O:10])[CH:6]=[CH2:7].[Cl-].[NH4+]>C(Cl)Cl>[CH2:5]([O:8][C:9]([C:11]1([CH3:35])[CH2:12][CH2:13][CH:14]([CH2:17][O:18][C:19]2[CH:20]=[C:21]([CH:30]=[CH:31][C:32]=2[OH:33])[CH:22]=[CH:23][C:24]([O:26][CH2:27][CH:28]=[CH2:29])=[O:25])[CH2:15][CH2:16]1)=[O:10])[CH:6]=[CH2:7] |f:2.3|. Procedure: At -78° C., 0.3 ml of boron tribromide was added to a solution of 0.7 g of allyl 3-[1-(4-allyloxycarbonyl-4-methylcyclohexyl)methoxy]-4-methoxycinnamate (Example 47) in 10 ml of methylene chloride. The solution was reacted for 20 minutes in this state. After reaction, 20 ml of an aqueous ammonium chloride solution was added to the reaction solution. The solution was extracted three times with 30 ml of ethyl acetate. The oily substance obtained was washed three times with an aqueous sodium chlori...